This data is from the Open Reaction Database (ORD), a public repository of structured organic reaction records. The task is: describe an organic reaction: reactants, conditions, products, and yield Starting materials: O=Cc1cc2c(Br)cc(F)cc2[nH]1, CCOC(=O)C=P(c1ccccc1)(c1ccccc1)c1ccccc1, C1CCOC1. Product: CCOC(=O)C=Cc1cc2c(Br)cc(F)cc2[nH]1. RXN SMILES: [Br:1][c:2]1[c:3]2[cH:4][c:5]([CH:12]=[O:13])[nH:6][c:7]2[cH:8][c:9]([F:11])[cH:10]1.[CH2:14]([CH3:15])[O:16][C:17](=[O:18])[CH:19]=[P:20]([c:21]1[cH:22][cH:23][cH:24][cH:25][cH:26]1)([c:27]1[cH:28][cH:29][cH:30][cH:31][cH:32]1)[c:33]1[cH:34][cH:35][cH:36][cH:37][cH:38]1.[CH2:39]1[O:40][CH2:41][CH2:42][CH2:43]1>>[Br:1][c:2]1[c:3]2[cH:4][c:5]([CH:12]=[CH:19][C:17]([O:16][CH2:14][CH3:15])=[O:18])[nH:6][c:7]2[cH:8][c:9]([F:11])[cH:10]1. Starting materials: B, CO, CC(=O)c1ccc(F)cn1, [Na], O. Yields the product CC(O)c1ccc(F)cn1. RXN SMILES: [BH3:11].[CH3:14][OH:15].[F:1][c:2]1[cH:3][cH:4][c:5]([C:8]([CH3:9])=[O:10])[n:6][cH:7]1.[Na:12].[OH2:13]>>[F:1][c:2]1[cH:3][cH:4][c:5]([CH:8]([CH3:9])[OH:10])[n:6][cH:7]1. Reaction SMILES: O=P12OP3(OP(OP(O3)(O1)=O)(=O)O2)=O.[CH3:15]O.[CH3:17][C:18]([CH3:20])=O.[CH2:21]([OH:23])[CH3:22].O1[CH2:28][CH2:27][CH2:26][CH2:25]1>C(O)CCC.C(O)CC>[CH2:21]([OH:23])[CH2:22][CH2:17][CH2:18][CH2:20][CH2:25][CH2:26][CH2:27][CH2:28][CH3:15]. Yield: 70.0%. Reported procedure: Table I shows that the %P2O5 yield in the acid varies depending on the solvent used. The maximum yields were obtained with methanol, acetone, ethanol, n-propanol, n-butanol, n-decanol and tetrahydrofuran. Other solvents gave lower yields. In most cases the dissociation reaction reached equilibrium in 1/4 to 1/2 hours. Temperature has a minor effect on the reaction in most cases and the temperature may vary over a wide range. The maximum P2O5 yield of about 35% corresponds to a theoretical yield ... The solvent is C(CCC)O (n-butanol), C(CC)O (n-propanol). Reactants: O=P12OP3(=O)OP(=O)(O1)OP(=O)(O2)O3 (P2O5), CO (methanol), CC(=O)C (acetone), C(C)O (ethanol), O1CCCC1 (tetrahydrofuran). The product is C(CCCCCCCCC)O (n-decanol). Starting materials: CO, COC(=O)c1ccc(SC(Cn2ccnc2)c2ccc(C(F)(F)F)cc2)cc1, [Na+], [OH-]. Yields the product O=C(O)c1ccc(SC(Cn2ccnc2)c2ccc(C(F)(F)F)cc2)cc1. RXN SMILES: [CH3:31][OH:32].[F:3][C:4]([c:5]1[cH:6][cH:7][c:8]([CH:11]([CH2:12][n:13]2[cH:14][n:15][cH:16][cH:17]2)[S:18][c:19]2[cH:20][cH:21][c:22]([C:23](=[O:24])[O:25][CH3:26])[cH:27][cH:28]2)[cH:9][cH:10]1)([F:29])[F:30].[Na+:2].[OH-:1]>>[F:3][C:4]([c:5]1[cH:6][cH:7][c:8]([CH:11]([CH2:12][n:13]2[cH:14][n:15][cH:16][cH:17]2)[S:18][c:19]2[cH:20][cH:21][c:22]([C:23](=[O:24])[OH:25])[cH:27][cH:28]2)[cH:9][cH:10]1)([F:29])[F:30]. Starting materials: hexanes ethyl acetate, N (NH3), B(O)O (boronic acid), FC(CN1N=CC(=C(C1=O)Cl)C1=CC=C(C=C1)S(=O)(=O)C)(F)F (2-(2,2,2-trifluoroethyl)-4-chloro-5-[4-(methylsulfonyl)phenyl]-3(2H)-pyridazinone), [F-].[Cs+] (CsF). Reagents/catalysts: [Pd].C1(=CC=CC=C1)P(C1=CC=CC=C1)C1=CC=CC=C1.C1(=CC=CC=C1)P(C1=CC=CC=C1)C1=CC=CC=C1.C1(=CC=CC=C1)P(C1=CC=CC=C1)C1=CC=CC=C1.C1(=CC=CC=C1)P(C1=CC=CC=C1)C1=CC=CC=C1 (tetrakis-(triphenylphosphine)-palladium(0)). Solvent: O (H2O), COCCOC (DME). The product is FC(CN1N=CC(=C(C1=O)C1=CC(=C(C=C1)F)C)C1=CC=C(C=C1)S(=O)(=O)C)(F)F (2-(2,2,2-trifluoroethyl)-4-(4-fluoro-3-methylphenyl)-5-[4-(methylsulfonyl)phenyl]-3(2H)-pyridazinone). RXN SMILES: B(O)O.[F:4][C:5]([F:26])([F:25])[CH2:6][N:7]1[C:12](=[O:13])[C:11](Cl)=[C:10]([C:15]2[CH:20]=[CH:19][C:18]([S:21]([CH3:24])(=[O:23])=[O:22])=[CH:17][CH:16]=2)[CH:9]=[N:8]1.[F-:27].[Cs+].N>COCCOC.[Pd].C1(P(C2C=CC=CC=2)C2C=CC=CC=2)C=CC=CC=1.C1(P(C2C=CC=CC=2)C2C=CC=CC=2)C=CC=CC=1.C1(P(C2C=CC=CC=2)C2C=CC=CC=2)C=CC=CC=1.C1(P(C2C=CC=CC=2)C2C=CC=CC=2)C=CC=CC=1.O>[F:4][C:5]([F:26])([F:25])[CH2:6][N:7]1[C:12](=[O:13])[C:11]([C:17]2[CH:18]=[CH:19][C:20]([F:27])=[C:15]([CH3:10])[CH:16]=2)=[C:10]([C:15]2[CH:20]=[CH:19][C:18]([S:21]([CH3:24])(=[O:23])=[O:22])=[CH:17][CH:16]=2)[CH:9]=[N:8]1 |f:2.3,6.7.8.9.10|. Reported procedure: The boronic acid (231 mg, 1.5 mmol), prepared in example 210A, 2-(2,2,2-trifluoroethyl)-4-chloro-5-[4-(methylsulfonyl)phenyl]-3(2H)-pyridazinone (500 mg, 1.36 mmol), tetrakis-(triphenylphosphine)-palladium(0) (47 mg, 0.041 mmol), and CsF (413 mg, 2.72 mmol) were stirred at reflux in DME (20 mL) under N2 for 5 hours. TLC (1:1 hexanes/ethyl acetate) indicated that all the starting material was consumed. Volatiles were removed in vacuo. The residue was partitioned between water and ethyl acetate. T... The reactants are C(C)OC(C)=O.CCCCCC (ethylacetate hexane), C(N)(=O)OC/C(=C/C(=O)OCC)/N (ethyl 4-carbamoyloxy-3-aminocrotonate), [N+](=O)([O-])C1=C(C=C(C(=O)OCC)C(=O)C)C=CC=C1 (ethyl 2-(o-nitrobenzylidene)acetoacetate). Run in C(C)O (ethanol). Product: C(N)(=O)OCC=1NC(=C(C(C1C(=O)OCC)C1=C(C=CC=C1)[N+](=O)[O-])C(=O)OCC)C (2-carbamoyloxymethyl-6-methyl-4-(o-nitrophenyl)-3,5-diethoxycarbonyl-1,4-dihydropyridine). Isolated yield 58.1%. Reaction SMILES: [C:1]([O:4][CH2:5]/[C:6](/[NH2:13])=[CH:7]/[C:8]([O:10][CH2:11][CH3:12])=[O:9])(=[O:3])[NH2:2].[N+:14]([C:17]1[CH:32]=[CH:31][CH:30]=[CH:29][C:18]=1[CH:19]=[C:20]([C:26]([CH3:28])=O)[C:21]([O:23][CH2:24][CH3:25])=[O:22])([O-:16])=[O:15].C(OC(=O)C)C.CCCCCC>C(O)C>[C:1]([O:4][CH2:5][C:6]1[NH:13][C:26]([CH3:28])=[C:20]([C:21]([O:23][CH2:24][CH3:25])=[O:22])[CH:19]([C:18]2[CH:29]=[CH:30][CH:31]=[CH:32][C:17]=2[N+:14]([O-:16])=[O:15])[C:7]=1[C:8]([O:10][CH2:11][CH3:12])=[O:9])(=[O:3])[NH2:2] |f:2.3|. Procedure: 9.4 g (50 millimoles) of ethyl 4-carbamoyloxy-3-aminocrotonate and 13.2 g (50 millimoles) of ethyl 2-(o-nitrobenzylidene)acetoacetate were dissolved in 200 ml of ethanol and reacted at a temperature of from 60° to 70° C. for 16 hours under stirring. The reaction mixture was concentrated under reduced pressure. The residue was crystallized from ethylacetate-hexane, whereby 12.6 g (yield: 58%) of 2-carbamoyloxymethyl-6-methyl-4-(o-nitrophenyl)-3,5-diethoxycarbonyl-1,4-dihydropyridine in crystal fo... Starting materials: S1C(=CC=C1)[Mg]Br (thienylmagnesium bromide), [NH4+].[OH-] (NH4OH), C[Si](N([Si](C)(C)C)CC#CCOC)(C)C (N,N-bis(trimethylsilyl)-4-methoxy-2-butynylamine), CCOCC (ether). The reagents and catalysts are Cl[Ni]Cl (NiCl2). Run in C(C)OC(C)=O (ethylacetate). Product: [NH4+].[OH-] (NH4OH), C(=C)=C(CN)C=1SC=CC1 (β-Ethenylidene-2-thiopeneethanamine). The yield is 87.0%. Reaction SMILES: CC[O:3]CC.C[Si](C)(C)[N:8]([CH2:13][C:14]#[C:15][CH2:16]OC)[Si](C)(C)C.[S:21]1[CH:25]=[CH:24][CH:23]=[C:22]1[Mg]Br.[NH4+].[OH-]>Cl[Ni]Cl.C(OC(=O)C)C>[NH4+:8].[OH-:3].[C:15](=[C:14]([C:22]1[S:21][CH:25]=[CH:24][CH:23]=1)[CH2:13][NH2:8])=[CH2:16] |f:3.4,7.8|. Reported procedure: NiCl2 (dppp) catalyst (170 mg; 3M %) was added to dry ether (30 ml) in a 100 ml 3-necked flask with mechanical stirrer, thermometer and nitrogen bubbler. III (2.47g, 10.2 mM) was added via syringe with stirring and immediately thereafter 3M thienylmagnesium bromide (7 ml, 21 mM) was added via syringe. After stirring at room temperature for 20 hours the reaction was complete as shown by G C analysis. The silylated product was isolated by shaking with dilute NH4OH and extraction into ethylacetate ... Starting materials: BrC=1C=C2C(=NC1)C1(CN2C2=C(C(=NC3=C(C=CC=C23)Cl)C)C)CCOCC1 (6′-bromo-1′-(8-chloro-2,3-dimethylquinolin-4-yl)-1′,2,2′,3,5,6-hexahydrospiro[pyran-4,3′-pyrrolo[3,2-b]-pyridine]), N1CCOCC1 (morpholine), CC(C)C1=CC(=C(C(=C1)C(C)C)C2=C(C=CC=C2)P(C3CCCCC3)C4CCCCC4)C(C)C (XPhos). Reagents/catalysts: C=1C=CC(=CC1)/C=C/C(=O)/C=C/C2=CC=CC=C2.C=1C=CC(=CC1)/C=C/C(=O)/C=C/C2=CC=CC=C2.C=1C=CC(=CC1)/C=C/C(=O)/C=C/C2=CC=CC=C2.[Pd].[Pd] (Pd2dba3). The solvent is C1(=CC=CC=C1)C (toluene). Product: ClC=1C=CC=C2C(=C(C(=NC12)C)C)N1CC2(C3=NC=C(C=C31)N3CCOCC3)CCOCC2 (1′-(8-chloro-2,3-dimethyl-4-quinolinyl)-6′-(4-morpholinyl)-1′,2,2′,3,5,6-hexahydrospiro[pyran-4,3′-pyrrolo[3,2-b]pyridine]). As a reaction SMILES: Br[C:2]1[CH:3]=[C:4]2[N:10]([C:11]3[C:20]4[C:15](=[C:16]([Cl:21])[CH:17]=[CH:18][CH:19]=4)[N:14]=[C:13]([CH3:22])[C:12]=3[CH3:23])[CH2:9][C:8]3([CH2:28][CH2:27][O:26][CH2:25][CH2:24]3)[C:5]2=[N:6][CH:7]=1.[NH:29]1[CH2:34][CH2:33][O:32][CH2:31][CH2:30]1.CC(C1C=C(C(C)C)C(C2C=CC=CC=2P(C2CCCCC2)C2CCCCC2)=C(C(C)C)C=1)C>C1(C)C=CC=CC=1.C1C=CC(/C=C/C(/C=C/C2C=CC=CC=2)=O)=CC=1.C1C=CC(/C=C/C(/C=C/C2C=CC=CC=2)=O)=CC=1.C1C=CC(/C=C/C(/C=C/C2C=CC=CC=2)=O)=CC=1.[Pd].[Pd]>[Cl:21][C:16]1[CH:17]=[CH:18][CH:19]=[C:20]2[C:15]=1[N:14]=[C:13]([CH3:22])[C:12]([CH3:23])=[C:11]2[N:10]1[C:4]2[C:5](=[N:6][CH:7]=[C:2]([N:29]3[CH2:34][CH2:33][O:32][CH2:31][CH2:30]3)[CH:3]=2)[C:8]2([CH2:24][CH2:25][O:26][CH2:27][CH2:28]2)[CH2:9]1 |f:4.5.6.7.8|. Procedure: Prepared according to procedure N by stirring 6′-bromo-1′-(8-chloro-2,3-dimethylquinolin-4-yl)-1′,2,2′,3,5,6-hexahydrospiro[pyran-4,3′-pyrrolo[3,2-b]-pyridine] (25 mg, 0.054 mmol), morpholine (4.75 μL, 0.054 mmol), Pd2dba3 (5 mg, 5.4 μmol) and XPhos (5.2 mg, 10.9 μmol) in toluene (2.0 mL) at reflux for 14 h. Purification by reverse phase HPLC (10 to 60% acetonitrile in water) gave 1′-(8-chloro-2,3-dimethyl-4-quinolinyl)-6′-(4-morpholinyl)-1′,2,2′,3,5,6-hexahydrospiro[pyran-4,3′-pyrrolo[3,2-b]pyr... Starting materials: NC=1C=C2N=C(C(=NC2=CC1)C)C (6-amino-2,3-dimethylquinoxaline), C(=O)(O)[O-].[Na+] (NaHCO3), C(CC)C1=CC=C(C=C1)S(=O)(=O)Cl (4n-propylbenzenesulphonyl chloride), N1=CC=CC=C1 (pyridine), N#N (N2). Run in ClCCl (dichloromethane). The product is CC1=NC2=CC=C(C=C2N=C1C)NS(=O)(=O)C1=CC=C(C=C1)CCC (N-(2.3-dimethyl-quinoxalin-6-yl)-4-propyl-benzenesulfonamide). Isolated yield 89.9%. Reaction SMILES: [CH2:1]([C:4]1[CH:9]=[CH:8][C:7]([S:10](Cl)(=[O:12])=[O:11])=[CH:6][CH:5]=1)[CH2:2][CH3:3].N1C=CC=CC=1.N#N.[NH2:22][C:23]1[CH:24]=[C:25]2[C:30](=[CH:31][CH:32]=1)[N:29]=[C:28]([CH3:33])[C:27]([CH3:34])=[N:26]2.C([O-])(O)=O.[Na+]>ClCCl>[CH3:33][C:28]1[C:27]([CH3:34])=[N:26][C:25]2[C:30](=[CH:31][CH:32]=[C:23]([NH:22][S:10]([C:7]3[CH:8]=[CH:9][C:4]([CH2:1][CH2:2][CH3:3])=[CH:5][CH:6]=3)(=[O:12])=[O:11])[CH:24]=2)[N:29]=1 |f:4.5|. Procedure details: To a solution of 0.4n-propylbenzenesulphonyl chloride (106 mg, 0.485 mmol) in dichloromethane (3 mL) was added pyridine (90 μL, 1.2 mmol) and the mixture was stirred under. N2 for 5 min, after which time 6-amino-2,3-dimethylquinoxaline (80 mg, 0.46 mmol) was added. The resulting mixture was stirred for 6 h at room temperature, then saturated NaHCO3 solution (8 mL) was added and the mixture was extracted into ethyl acetate (15 mL). The organic phase was washed with brine, dried (Na2SO4), filtered... Run in CN(C=O)C (dimethylformamide), O1CCCC1 (tetrahydrofuran), O1CCCC1 (tetrahydrofuran), CN(P(=O)(N(C)C)N(C)C)C (hexamethylphosphoramide). Procedure: To a solution of 1.2 ml hexamethylphosphoramide and 6.7 ml 1.75M lithium diisopropylamide in 9 ml tetrahydrofuran at 0° C. under nitrogen was slowly added a solution of 1.00 g 3,5-dichloro-4-methylbenzoic acid in 3 ml tetrahydrofuran. After 1 hr the solution was cooled to -78° C. and 1.00 g 5-(5-bromopentyl)-3-methylisoxazole was added. The reaction mixture was stirred at room temperature for 19 hrs and worked up by acid-base extraction to give 1.3 g crude acid product. The latter was treated wi... Reaction SMILES: [CH:1]([N-]C(C)C)(C)[CH3:2].[Li+].[Cl:9][C:10]1[CH:11]=[C:12]([CH:16]=[C:17]([Cl:20])[C:18]=1[CH3:19])[C:13]([OH:15])=[O:14].Br[CH2:22][CH2:23][CH2:24][CH2:25][CH2:26][C:27]1[O:31][N:30]=[C:29]([CH3:32])[CH:28]=1.C(I)C.C(=O)([O-])[O-].[K+].[K+]>O1CCCC1.CN(C)C=O.CN(C)P(N(C)C)(N(C)C)=O>[Cl:9][C:10]1[CH:11]=[C:12]([CH:16]=[C:17]([Cl:20])[C:18]=1[CH2:19][CH2:22][CH2:23][CH2:24][CH2:25][CH2:26][C:27]1[O:31][N:30]=[C:29]([CH3:32])[CH:28]=1)[C:13]([O:15][CH2:1][CH3:2])=[O:14] |f:0.1,5.6.7|. Product: ClC=1C=C(C(=O)OCC)C=C(C1CCCCCCC1=CC(=NO1)C)Cl (ethyl 3,5-dichloro-4-[6-(3-methyl-5-isoxazolyl)hexyl]benzoate). Conditions: temperature -78 celsius, time 19 hour. Starting materials: C(C)I (ethyl iodide), C([O-])([O-])=O.[K+].[K+] (potassium carbonate), BrCCCCCC1=CC(=NO1)C (5-(5-bromopentyl)-3-methylisoxazole), C(C)(C)[N-]C(C)C.[Li+] (lithium diisopropylamide), ClC=1C=C(C(=O)O)C=C(C1C)Cl (3,5-dichloro-4-methylbenzoic acid).